This data is from the Open Reaction Database (ORD), a public repository of structured organic reaction records. The task is: describe an organic reaction: reactants, conditions, products, and yield The reactants are solution, CC(=O)[O-].[K+] (KOAc), BrC1=CC(=NC=C1C)Cl (4-bromo-2-chloro-5-methylpyridine), B1(OC(C(O1)(C)C)(C)C)B2OC(C(O2)(C)C)(C)C (Bis(pinacolato)diboron), BrC=1SC2=C(N1)C=C(C(=C2C2=CC=C(C=C2)Cl)[C@@H](C(=O)OCC)OC(C)(C)C)C ((S)-ethyl 2-(2-bromo-7-(4-chlorophenyl)-5-methylbenzo[d]thiazol-6-yl)-2-tert-butoxyacetate), C(=O)([O-])[O-].[K+].[K+] (K2CO3), C(Cl)Cl (CH2Cl2). The reagents and catalysts are C1=CC=C(C=C1)P([C-]2C=CC=C2)C3=CC=CC=C3.C1=CC=C(C=C1)P([C-]2C=CC=C2)C3=CC=CC=C3.Cl[Pd]Cl.[Fe+2] (PdCl2(dppf)), C=1C=CC(=CC1)[P](C=2C=CC=CC2)(C=3C=CC=CC3)[Pd]([P](C=4C=CC=CC4)(C=5C=CC=CC5)C=6C=CC=CC6)([P](C=7C=CC=CC7)(C=8C=CC=CC8)C=9C=CC=CC9)[P](C=1C=CC=CC1)(C=1C=CC=CC1)C=1C=CC=CC1 (Pd(PPh3)4). Run in O1CCOCC1 (dioxane), CCOC(=O)C (EtOAc). Reaction conditions: temperature 100 celsius. Product: C(C)(C)(C)O[C@H](C(=O)OCC)C1=C(C2=C(N=C(S2)C2=CC(=NC=C2C)Cl)C=C1C)C1=CC=C(C=C1)Cl ((S)-ethyl 2-(tert-butoxy)-2-(2-(2-chloro-5-methylpyridin-4-yl)-7-(4-chlorophenyl)-5-methylbenzo[d]thiazol-6-yl)acetate). Reaction SMILES: Br[C:2]1[C:7]([CH3:8])=[CH:6][N:5]=[C:4]([Cl:9])[CH:3]=1.B1(B2OC(C)(C)C(C)(C)O2)OC(C)(C)C(C)(C)O1.C(Cl)Cl.CC([O-])=O.[K+].Br[C:37]1[S:38][C:39]2[C:45]([C:46]3[CH:51]=[CH:50][C:49]([Cl:52])=[CH:48][CH:47]=3)=[C:44]([C@H:53]([O:59][C:60]([CH3:63])([CH3:62])[CH3:61])[C:54]([O:56][CH2:57][CH3:58])=[O:55])[C:43]([CH3:64])=[CH:42][C:40]=2[N:41]=1.C([O-])([O-])=O.[K+].[K+]>O1CCOCC1.CCOC(C)=O.C1C=CC(P(C2C=CC=CC=2)[C-]2C=CC=C2)=CC=1.C1C=CC(P(C2C=CC=CC=2)[C-]2C=CC=C2)=CC=1.Cl[Pd]Cl.[Fe+2].C1C=CC([P]([Pd]([P](C2C=CC=CC=2)(C2C=CC=CC=2)C2C=CC=CC=2)([P](C2C=CC=CC=2)(C2C=CC=CC=2)C2C=CC=CC=2)[P](C2C=CC=CC=2)(C2C=CC=CC=2)C2C=CC=CC=2)(C2C=CC=CC=2)C2C=CC=CC=2)=CC=1>[C:60]([O:59][C@@H:53]([C:44]1[C:43]([CH3:64])=[CH:42][C:40]2[N:41]=[C:37]([C:2]3[C:7]([CH3:8])=[CH:6][N:5]=[C:4]([Cl:9])[CH:3]=3)[S:38][C:39]=2[C:45]=1[C:46]1[CH:47]=[CH:48][C:49]([Cl:52])=[CH:50][CH:51]=1)[C:54]([O:56][CH2:57][CH3:58])=[O:55])([CH3:61])([CH3:62])[CH3:63] |f:3.4,6.7.8,11.12.13.14,^1:126,128,147,166|. Reported procedure: A microwave vial was charged with 4-bromo-2-chloro-5-methylpyridine (199 mg, 0.96 mmol), Bis(pinacolato)diboron (252 mg, 0.99 mmol), PdCl2(dppf).CH2Cl2 (44 mg, 0.05 mmol), then KOAc (293 mg, 2.98 mmol). The vial was flushed with argon, diluted with dioxane (4 mL), sealed, then heated to 100° C. for 1 hour. The reaction mixture was allowed to cool to room temperature and then a portion of this cooled solution (0.7 mL, 0.17 mmol) was added to a vial that was charged with (S)-ethyl 2-(2-bromo-7-(4-... Starting materials: C(=O)([O-])[O-].[K+].[K+] (K2CO3), [Li+].[Br-] (LiBr), BrC=1C=C(C=NC1)CO (5-bromo-3-pyridylmethanol), N1=CC=CC=C1 (pyridine), S(=O)(=O)(C)Cl (mesyl chloride). Run in C(Cl)Cl (methylene chloride). Reaction conditions: time 2 hour. Product: BrC=1C=C(C=NC1)CBr (5-bromo-3-(bromomethyl)pyridine). RXN SMILES: [Br:1][C:2]1[CH:3]=[C:4]([CH2:8]O)[CH:5]=[N:6][CH:7]=1.N1C=CC=CC=1.S(Cl)(C)(=O)=O.C([O-])([O-])=O.[K+].[K+].[Li+].[Br-:28]>C(Cl)Cl>[Br:1][C:2]1[CH:3]=[C:4]([CH2:8][Br:28])[CH:5]=[N:6][CH:7]=1 |f:3.4.5,6.7|. Procedure details: To a solution of 5-bromo-3-pyridylmethanol [see Kauffman, T., and Fischer, H.(1973) Chem. Ber. 106, 220-227.] (0.525 gms, 2.79 mmol) in methylene chloride (2.6 mls) at 0° C. is added pyridine (0.26 mls, 3.21 mmol) then mesyl chloride (0.25 mls, 3.23 mmol). After stirring 2 hours, K2CO3 (0.88 gms, 6.37 mmol) is added. Stirring is continued for one hour and the ice bath is removed. The mixture is diluted with methylene chloride and washed with saturated aqueous NaHCO3. The organic layer is dried o...